Dataset: the Open Reaction Database (ORD), a public repository of structured organic reaction records. Task: describe an organic reaction: reactants, conditions, products, and yield The reactants are CC(C)(C)O, CC=C(C)C, [O-][Cl+][O-], Cc1c(C)c([N+](=O)[O-])c(C)c2c1OC(C)(C=O)CC2, [Na+], [Na+], O, O=P([O-])(O)O. The product is Cc1c(C)c([N+](=O)[O-])c(C)c2c1OC(C)(C(=O)O)CC2. Reaction SMILES: [C:35]([OH:36])([CH3:37])([CH3:38])[CH3:39].[CH3:20][C:21](=[CH:22][CH3:23])[CH3:24].[Cl+:25]([O-:26])[O-:27].[N+:1](=[O:2])([O-:3])[c:4]1[c:5]([CH3:19])[c:6]2[c:11]([c:12]([CH3:15])[c:13]1[CH3:14])[O:10][C:9]([CH3:16])([CH:17]=[O:18])[CH2:8][CH2:7]2.[Na+:28].[Na+:34].[OH2:40].[P:29]([O-:30])([OH:31])([OH:32])=[O:33]>>[N+:1](=[O:2])([O-:3])[c:4]1[c:5]([CH3:19])[c:6]2[c:11]([c:12]([CH3:15])[c:13]1[CH3:14])[O:10][C:9]([CH3:16])([C:17](=[O:18])[OH:26])[CH2:8][CH2:7]2. Starting materials: Cc1ccccc1, CN(C(=O)C(CCCl)c1ccc[nH]1)c1ccccc1, [Na+], [OH-], O, CCC(C(N)=O)c1ccc[nH]1. Yields the product CN(C(=O)C1CCn2cccc21)c1ccccc1. As a reaction SMILES: [CH3:34][c:35]1[cH:36][cH:37][cH:38][cH:39][cH:40]1.[Cl:1][CH2:2][CH2:3][CH:4]([C:5](=[O:6])[N:7]([c:8]1[cH:9][cH:10][cH:11][cH:12][cH:13]1)[CH3:14])[c:15]1[nH:16][cH:17][cH:18][cH:19]1.[Na+:32].[OH-:31].[OH2:33].[nH:20]1[cH:21][cH:22][cH:23][c:24]1[CH:25]([CH2:26][CH3:27])[C:28]([NH2:29])=[O:30]>>[CH2:2]1[CH2:3][CH:4]([C:5](=[O:6])[N:7]([c:8]2[cH:9][cH:10][cH:11][cH:12][cH:13]2)[CH3:14])[c:15]2[n:16]1[cH:17][cH:18][cH:19]2.